describe an organic reaction: reactants, conditions, products, and yield From a dataset of the Open Reaction Database (ORD), a public repository of structured organic reaction records. Reported procedure: A solution of diphenylmethyl 3-bromomethyl-7β-formamidoceph-3-em-4-carboxylate, 1β-oxide (10.068g) and 2-mercapto-6-nitrobenzothiazole (4.244g) in dry N,N-dimethylformamide (125ml.) was stirred at 0°; a solution of triethylamine (3.2ml) in N,N-dimethylformamide (25ml) was added, dropwise, over 5 minutes, and stirring continued for a further 2 hours, during which time the temperature was allowed to rise to ca. 23°. The solvent was removed at 40°(2mm.); the residue was partitioned between methylen... As a reaction SMILES: Br[CH2:2][C:3]1[CH2:4][S:5][C@@H:6]2[C@H:26]([NH:27]C=O)[C:25](=[O:30])[N:7]2[C:8]=1[C:9]([O:11][CH:12]([C:19]1[CH:24]=[CH:23][CH:22]=[CH:21][CH:20]=1)[C:13]1[CH:18]=[CH:17][CH:16]=[CH:15][CH:14]=1)=[O:10].[SH:31][C:32]1[S:33][C:34]2[CH:40]=[C:39]([N+:41]([O-:43])=[O:42])[CH:38]=[CH:37][C:35]=2[N:36]=1.P(Br)(Br)Br.C(=O)(O)[O-].[Na+].C(Cl)[Cl:54]>CN(C)C=O.C(N(CC)CC)C>[ClH:54].[NH2:27][C@@H:26]1[C:25](=[O:30])[N:7]2[C:8]([C:9]([O:11][CH:12]([C:19]3[CH:24]=[CH:23][CH:22]=[CH:21][CH:20]=3)[C:13]3[CH:18]=[CH:17][CH:16]=[CH:15][CH:14]=3)=[O:10])=[C:3]([CH2:2][S:31][C:32]3[S:33][C:34]4[CH:40]=[C:39]([N+:41]([O-:43])=[O:42])[CH:38]=[CH:37][C:35]=4[N:36]=3)[CH2:4][S:5][C@H:6]12 |f:3.4,8.9|. The reactants are P(Br)(Br)Br (phosphorus tribromide), C(Cl)Cl (methylene dichloride), C([O-])(O)=O.[Na+] (sodium bicarbonate), BrCC=1CS[C@H]2N(C1C(=O)OC(C1=CC=CC=C1)C1=CC=CC=C1)C([C@H]2NC=O)=O (diphenylmethyl 3-bromomethyl-7β-formamidoceph-3-em-4-carboxylate), 1β-oxide, SC=1SC2=C(N1)C=CC(=C2)[N+](=O)[O-] (2-mercapto-6-nitrobenzothiazole). The solvent is CN(C=O)C (N,N-dimethylformamide), C(C)N(CC)CC (triethylamine), CN(C=O)C (N,N-dimethylformamide). The product is Cl.N[C@H]1[C@@H]2N(C(=C(CS2)CSC=2SC3=C(N2)C=CC(=C3)[N+](=O)[O-])C(=O)OC(C3=CC=CC=C3)C3=CC=CC=C3)C1=O (Diphenylmethyl 7β-Amino-3-(6-nitrobenzothiazol-2-ylthiomethyl)-ceph-3-em-4-carboxylate, hydrochloride). Conditions: time 5 minute.